From a dataset of the Open Reaction Database (ORD), a public repository of structured organic reaction records. describe an organic reaction: reactants, conditions, products, and yield The reactants are O (water), [N+](=O)([O-])C=1C=C(C=O)C=CC1 (3-nitrobenzaldehyde), C(O)CN (ethanol amine), [BH4-].[Na+] (sodium borohydride). Solvent: C(C)O (ethanol). Run at temperature 80 celsius. The product is [N+](=O)([O-])C=1C=C(CNCCO)C=CC1 (2-(3-nitrobenzylamino)ethanol). Yield: 91.5%. As a reaction SMILES: [N+:1]([C:4]1[CH:5]=[C:6]([CH:9]=[CH:10][CH:11]=1)[CH:7]=O)([O-:3])=[O:2].[CH2:12]([CH2:14][NH2:15])[OH:13].[BH4-].[Na+].O>C(O)C>[N+:1]([C:4]1[CH:5]=[C:6]([CH:9]=[CH:10][CH:11]=1)[CH2:7][NH:15][CH2:14][CH2:12][OH:13])([O-:3])=[O:2] |f:2.3|. Procedure details: 500 mg of 3-nitrobenzaldehyde and 202 mg of ethanol amine were dissolved in 10 mL of ethanol, followed by stirring at 80° C. To this was added 125 mg of sodium borohydride, followed by stirring for 3 hours. After completion of the reaction, water was added to the reaction liquid, followed by extraction with chloroform. The organic layer was then washed with an aqueous sodium bicarbonate solution and saturated brine, dried over anhydrous sodium sulfate and then concentrated under reduced pressure... Reactants: CC1=C(C=C(C=C1)C=1OC(=NN1)C)C1=CC=C(C=C1)C(=O)O (2′-methyl-5′-(5-methyl-1,3,4-oxadiazol-2-yl)-1,1′-biphenyl-4-carboxylic acid), NC=1C=C(CNC(C)=O)C=CC1 (N-(3-aminobenzyl)acetamide). Product: C(C)(=O)NCC=1C=C(C=CC1)NC(=O)C1=CC=C(C=C1)C1=C(C=CC(=C1)C=1OC(=NN1)C)C (N-[3-(Acetylaminomethyl)phenyl]-2′-methyl-5′-(5-methyl-1,3,4-oxadiazol-2-yl)-1,1′-biphenyl-4-carboxamide). RXN SMILES: [CH3:1][C:2]1[CH:7]=[CH:6][C:5]([C:8]2[O:9][C:10]([CH3:13])=[N:11][N:12]=2)=[CH:4][C:3]=1[C:14]1[CH:19]=[CH:18][C:17]([C:20](O)=[O:21])=[CH:16][CH:15]=1.[NH2:23][C:24]1[CH:25]=[C:26]([CH:32]=[CH:33][CH:34]=1)[CH2:27][NH:28][C:29](=[O:31])[CH3:30]>>[C:29]([NH:28][CH2:27][C:26]1[CH:25]=[C:24]([NH:23][C:20]([C:17]2[CH:18]=[CH:19][C:14]([C:3]3[CH:4]=[C:5]([C:8]4[O:9][C:10]([CH3:13])=[N:11][N:12]=4)[CH:6]=[CH:7][C:2]=3[CH3:1])=[CH:15][CH:16]=2)=[O:21])[CH:34]=[CH:33][CH:32]=1)(=[O:31])[CH3:30]. Reported procedure: N-[3-(Acetylaminomethyl)phenyl]-2′-methyl-5′-(5-methyl-1,3,4-oxadiazol-2-yl)-1,1′-biphenyl-4-carboxamide was prepared from 2′-methyl-5′-(5-methyl-1,3,4-oxadiazol-2-yl)-1,1′-biphenyl-4-carboxylic acid and N-(3-aminobenzyl)acetamide using method J. NMR; δH [2H6]—DMSO 10.34,(1H, b), 8.38,(1H, t), 8.06,(2H, d), 7.91,(1H, dd), 7.79,(1H, d), 7.70,(2H, m), 7.57,(3H, m), 7.30,(1H, t), 7.00,(1H, d), 4.25,(2H, d), 2.57,(3H, s), 2.34,(3H, s), 1.88,(3H, s). LCMS; retention time 3.07 min, MH+ 441. Reactants: ClC=1C(=NC=C(C(=O)O)C1)Cl (5,6-dichloronicotinic acid), ICC (iodoethane), C([O-])([O-])=O.[K+].[K+] (potassium carbonate), Cl.Cl.C1(CCCCC1)CN1C[C@@H](CCC1)N ((3R)-1-(cyclohexylmethyl)-3-piperidinamine dihydrochloride), C([O-])([O-])=O.[K+].[K+] (potassium carbonate). Solvent: CN(C=O)C (N,N-dimethylformamide), O (water). The product is ClC=1C(=NC=C(C(=O)OCC)C1)N[C@H]1CN(CCC1)CC1CCCCC1 (ethyl 5-chloro-6-{[(3R)-1-(cyclohexylmethyl)-3-piperidinyl]amino}nicotinate). The yield is 21.9%. As a reaction SMILES: [Cl:1][C:2]1[C:3](Cl)=[N:4][CH:5]=[C:6]([CH:10]=1)[C:7]([OH:9])=[O:8].I[CH2:13][CH3:14].C(=O)([O-])[O-].[K+].[K+].Cl.Cl.[CH:23]1([CH2:29][N:30]2[CH2:35][CH2:34][CH2:33][C@@H:32]([NH2:36])[CH2:31]2)[CH2:28][CH2:27][CH2:26][CH2:25][CH2:24]1>CN(C)C=O.O>[Cl:1][C:2]1[C:3]([NH:36][C@@H:32]2[CH2:33][CH2:34][CH2:35][N:30]([CH2:29][CH:23]3[CH2:24][CH2:25][CH2:26][CH2:27][CH2:28]3)[CH2:31]2)=[N:4][CH:5]=[C:6]([CH:10]=1)[C:7]([O:9][CH2:13][CH3:14])=[O:8] |f:2.3.4,5.6.7|. Procedure details: A mixture of 5,6-dichloronicotinic acid (356 mg), iodoethane (318 mg) and potassium carbonate (308 mg) in N,N-dimethylformamide (3 mL) was heated at eighty degree for fourteen hours. The mixture was allowed to cool to ambient temperature and to this was added (3R)-1-(cyclohexylmethyl)-3-piperidinamine dihydrochloride (549 mg) and potassium carbonate (898 mg) and heated at eighty degree for thirtyeight hours. The mixture was allowed to cool to ambient temperature and was added water. The mixture ...